The task is: describe an organic reaction: reactants, conditions, products, and yield. This data is from the Open Reaction Database (ORD), a public repository of structured organic reaction records. Starting materials: COC1=CC=C(COC2=CN=CC=3C(C=4C=5C(=NN(C5C=CC4Cl)C)C23)=O)C=C1 (10-(p-Methoxybenzyloxy)-5-chloro-2-methylisoquino[5,6,7-cd]indazole-6(2H)-one), CN(CCN)C (N,N-dimethylethylenediamine). Run in N1=CC=CC=C1 (pyridine). Conditions: time 3 hour. The product is COC1=CC=C(COC2=CN=CC=3C(C=4C=5C(=NN(C5C=CC4NCCN(C)C)C)C23)=O)C=C1 (10-p-Methoxybenzyloxy-5-[[2-(dimethylamino)ethyl]amino]-2-methylisoquino [5,6,7-cd]indazole-6(2H)-one). Reaction SMILES: [CH3:1][O:2][C:3]1[CH:29]=[CH:28][C:6]([CH2:7][O:8][C:9]2[C:26]3[C:17]4=[N:18][N:19]([CH3:25])[C:20]5[CH:21]=[CH:22][C:23](Cl)=[C:15]([C:16]=54)[C:14](=[O:27])[C:13]=3[CH:12]=[N:11][CH:10]=2)=[CH:5][CH:4]=1.[CH3:30][N:31]([CH3:35])[CH2:32][CH2:33][NH2:34]>N1C=CC=CC=1>[CH3:1][O:2][C:3]1[CH:29]=[CH:28][C:6]([CH2:7][O:8][C:9]2[C:26]3[C:17]4=[N:18][N:19]([CH3:25])[C:20]5[CH:21]=[CH:22][C:23]([NH:34][CH2:33][CH2:32][N:31]([CH3:35])[CH3:30])=[C:15]([C:16]=54)[C:14](=[O:27])[C:13]=3[CH:12]=[N:11][CH:10]=2)=[CH:5][CH:4]=1. Reported procedure: A solution of 10-(p-methoxybenzyloxy)-5-chloro-2-methylisoquino[5,6,7-cd]indazole-6(2H)-one of Example 11 (0.053 g) and N,N-dimethylethylenediamine (0,115 g) in pyridine (0.5 mL) is heated at 120° C. for 3.5 h under a nitrogen atmosphere. The excess diamine and pyridine are removed by a slow stream of nitrogen gas and the resultant dark orange residue is placed under vacuo for 3 h. The crude material is purified by radial chromathography (silica gel, 2 mm thickness) using gradient elution commen... Starting materials: N#N (N2), C(C)(C)(C)OC(=O)N1C(CC(C=C1)=O)CC (2-ethyl-4-oxo-3,4-dihydro-2H-pyridine-1-carboxylic acid tert-butyl ester), B(F)(F)F.CCOCC (BF3.Et2O), CC[Mg+].[Br-] (EtMgBr). The reagents and catalysts are [Cu]I (CuI). Run in O1CCCC1 (tetrahydrofuran), O1CCCC1 (tetrahydrofuran). Reaction conditions: time 30 minute. The product is C(C)(C)(C)OC(=O)N1C(CC(CC1CC)=O)CC (2,6-diethyl-4-oxo-piperidine-1-carboxylic acid tert-butyl ester). As a reaction SMILES: N#N.[CH3:3][CH2:4][Mg+].[Br-].B(F)(F)F.CCOCC.[C:16]([O:20][C:21]([N:23]1[CH:28]=[CH:27][C:26](=[O:29])[CH2:25][CH:24]1[CH2:30][CH3:31])=[O:22])([CH3:19])([CH3:18])[CH3:17]>[Cu]I.O1CCCC1>[C:16]([O:20][C:21]([N:23]1[CH:24]([CH2:30][CH3:31])[CH2:25][C:26](=[O:29])[CH2:27][CH:28]1[CH2:4][CH3:3])=[O:22])([CH3:19])([CH3:18])[CH3:17] |f:1.2,3.4|. Procedure details: To CuI (0.82 mmol, 156 mg) in a flask purged with N2 is added 1.00 M tetrahydrofuran solution of EtMgBr (0.82 mmol, 0.82 ml) at −78° C. After stirring the suspension for 30 min, BF3.Et2O (0.41 mmol, 57.9 mg) is added and stirred for 10 min at the same temperature. To the suspension is added tetrahydrofuran solution (3.3 mL) of 2-ethyl-4-oxo-3,4-dihydro-2H-pyridine-1-carboxylic acid tert-butyl ester (0.41 mmol, 92.7 mg) at −78° C., then the mixture is allowed to stir for 1.5 hours and then allow ... Starting materials: C(C1=CC=CC=C1)(C1=CC=CC=C1)=NN (benzophenone hydrazone), C(C)(=O)OO (peracetic acid), II (iodine), C(O)(O)=O.NC(=N)N (guanidine carbonate). Solvent: CN(C=O)C (dimethylformamide), O (water). The product is C1(=CC=CC=C1)C(=[N+]=[N-])C1=CC=CC=C1 (Diphenyldiazomethane). The yield is 60.5%. Reaction SMILES: [C:1](=[N:14][NH2:15])([C:8]1[CH:13]=[CH:12][CH:11]=[CH:10][CH:9]=1)[C:2]1[CH:7]=[CH:6][CH:5]=[CH:4][CH:3]=1.II.C(=O)(O)O.NC(N)=N.C(OO)(=O)C>CN(C)C=O.O>[C:2]1([C:1]([C:8]2[CH:13]=[CH:12][CH:11]=[CH:10][CH:9]=2)=[N+:14]=[N-:15])[CH:3]=[CH:4][CH:5]=[CH:6][CH:7]=1 |f:2.3|. Reported procedure: To benzophenone hydrazone (19.6 g, 0.1 mole) contained in dimethylformamide (100 ml) together with iodine (4 ml, 1% w/v dichloromethane solution) and guanidine carbonate (75.8 g) was added peracetic acid solution (22.8 ml, 1.27 × 0.1 moles) over 60 minutes followed by a stir time of 60 minutes. The reaction mixture was poured into water (1.5 l) and washed in counter-current batch fashion with dichloromethane (200 ml and 3 × 50 ml) and water (3 × 250 ml). A UV assay at 525 nm on a suitably dilute... Starting materials: ClCCl, CN(C)C=O, COc1cccc2c(O)cc(C(F)(F)F)nc12, O=P(Cl)(Cl)Cl. The product is COc1cccc2c(Cl)cc(C(F)(F)F)nc12. As a reaction SMILES: [Cl:28][CH2:29][Cl:30].[O:18]=[CH:19][N:20]([CH3:21])[CH3:22].[OH:1][c:2]1[cH:3][c:4]([C:14]([F:15])([F:16])[F:17])[n:5][c:6]2[c:7]([O:12][CH3:13])[cH:8][cH:9][cH:10][c:11]12.[P:23]([Cl:24])([Cl:25])([Cl:26])=[O:27]>>[c:2]1([Cl:25])[cH:3][c:4]([C:14]([F:15])([F:16])[F:17])[n:5][c:6]2[c:7]([O:12][CH3:13])[cH:8][cH:9][cH:10][c:11]12. Reactants: p-substituted o-benzylphenols, p-substituted phenols, C(C1=CC=CC=C1)O (benzylalcohol), zeolite, ClC1=CC=C(C=C1)O (4-ClC6H4OH), C1(=CC=CC=C1)CO (C6H5CH2OH), Na-Y, zeolite. Reaction conditions: temperature 200 celsius. Yields the product C(C1=CC=CC=C1)C1=C(C=CC(=C1)Cl)O (2-benzyl-4-chlorophenol). The yield is 25.4%. As a reaction SMILES: [CH2:1](O)[C:2]1[CH:7]=[CH:6][CH:5]=[CH:4][CH:3]=1.[Cl:9][C:10]1[CH:15]=[CH:14][C:13]([OH:16])=[CH:12][CH:11]=1>>[CH2:1]([C:14]1[CH:15]=[C:10]([Cl:9])[CH:11]=[CH:12][C:13]=1[OH:16])[C:2]1[CH:7]=[CH:6][CH:5]=[CH:4][CH:3]=1. Procedure details: A German patent, Ger.Offen 2,547,030 (1977), disclosed the preparation of o-benzyl toluenes by the reaction of o-methylbenzyl halides with substituted benzenes in the presence of Al-silicate. The 2-CH3C6H4CH2Cl was stirred with toluene and Al-silicate (25% Al2O3) at 110° C. to give 81% 2-methylbenzyltoluene. According to a Japanese patent, JP 59,186,937 (1984), o-benzylphenol was prepared by the liquid phase reaction of benzyl alcohol with phenol in the presence of γ-Al2O3. For example 7.5 g γ-A... Starting materials: CC(=O)C(=O)OCC(C)C, Nc1ccc(Cl)c(Cl)c1. The product is CC(C)COC(=O)C(C)Nc1ccc(Cl)c(Cl)c1. Reaction SMILES: [C:10]([C:11](=[O:12])[CH3:13])(=[O:14])[O:15][CH2:16][CH:17]([CH3:18])[CH3:19].[NH2:1][c:2]1[cH:3][cH:4][c:5]([Cl:6])[c:7]([Cl:8])[cH:9]1>>[NH:1]([c:2]1[cH:3][cH:4][c:5]([Cl:6])[c:7]([Cl:8])[cH:9]1)[CH:11]([C:10](=[O:14])[O:15][CH2:16][CH:17]([CH3:18])[CH3:19])[CH3:13].